describe an organic reaction: reactants, conditions, products, and yield From a dataset of the Open Reaction Database (ORD), a public repository of structured organic reaction records. RXN SMILES: [C:1]([O:5][C:6]([NH:8][C@H:9]1[CH2:12][N:11]([C@H:13]([C:17]2[CH:22]=[CH:21][C:20]([O:23]C(OC(C)(C)C)=O)=[CH:19][CH:18]=2)[C:14]([OH:16])=[O:15])[C:10]1=[O:31])=[O:7])([CH3:4])([CH3:3])[CH3:2].C([O-])([O-])=O.[Na+].[Na+]>O>[C:1]([O:5][C:6]([NH:8][C@H:9]1[CH2:12][N:11]([C@H:13]([C:17]2[CH:18]=[CH:19][C:20]([OH:23])=[CH:21][CH:22]=2)[C:14]([OH:16])=[O:15])[C:10]1=[O:31])=[O:7])([CH3:4])([CH3:2])[CH3:3] |f:1.2.3|. The yield is 82.1%. Starting materials: C(C)(C)(C)OC(=O)N[C@@H]1C(N(C1)[C@@H](C(=O)O)C1=CC=C(C=C1)OC(=O)OC(C)(C)C)=O ((3S)-3-tert.-butoxycarbonylamino-(αR)-α-(4-tert.-butoxycarbonyloxyphenyl)-2-oxo-1-azetidineacetic acid), C(=O)([O-])[O-].[Na+].[Na+] (Na2CO3). The solvent is O (H2O). Product: C(C)(C)(C)OC(=O)N[C@@H]1C(N(C1)[C@@H](C(=O)O)C1=CC=C(C=C1)O)=O ((3S)-3-(tert.-butoxycarbonylamino)-(αR)-α-(4-hydroxyphenyl)-2-oxo-1-azetidineacetic acid). Reported procedure: A suspension of 9 g (21 mmols) of (3S)-3-tert.-butoxycarbonylamino-(αR)-α-(4-tert.-butoxycarbonyloxyphenyl)-2-oxo-1-azetidineacetic acid and 2.23 g (21 mmols) of Na2CO3 in 60 ml of H2O is warmed at 60° for 2 hours (pH 9). After 2 hours it is filtered and the pH of the clear colourless solution is adjusted to 2 with 2 N HCl. The precipitate is filtered off, washed with water and ethyl acetate and recrystallised from ethyl acetate and methanol. 5.8 g (~82%) of (3S)-3-(tert.-butoxycarbonylamino)-(α... As a reaction SMILES: [Cl:1][C:2]1[CH:7]=[C:6]([N:8]=[CH:9][C:10]2[CH:15]=[CH:14][C:13]([O:16][CH3:17])=[C:12]([F:18])[CH:11]=2)[CH:5]=[C:4]([Cl:19])[C:3]=1[N:20]=[CH:21][N:22]([CH3:24])[CH3:23].O1CCCC1>[Pt]=O.O>[Cl:1][C:2]1[CH:7]=[C:6]([NH:8][CH2:9][C:10]2[CH:15]=[CH:14][C:13]([O:16][CH3:17])=[C:12]([F:18])[CH:11]=2)[CH:5]=[C:4]([Cl:19])[C:3]=1[N:20]=[CH:21][N:22]([CH3:23])[CH3:24]. Reaction conditions: time 15 minute. The reagents and catalysts are [Pt]=O (platinum oxide). The solvent is O (water). Product: ClC1=C(C(=CC(=C1)NCC1=CC(=C(C=C1)OC)F)Cl)N=CN(C)C (N'-[2,6-Dichloro-4-(3-fluoro-4-methoxybenzylamino)phenyl]-N,N-dimethylformamidine). Starting materials: ClC1=C(C(=CC(=C1)N=CC1=CC(=C(C=C1)OC)F)Cl)N=CN(C)C (N'-[2,6-dichloro-4-[(3-fluoro-4-methoxybenzylidene)amino]phenyl]-N,N-dimethylformamidine), O1CCCC1 (tetrahydrofuran). Procedure details: A 4.0 g. amount of N'-[2,6-dichloro-4-[(3-fluoro-4-methoxybenzylidene)amino]phenyl]-N,N-dimethylformamidine is dissolved in 100 ml. of warm tetrahydrofuran, then 500 mg. of platinum oxide that has been wetted with water is added and the mixture is hydrogenated in a Parr apparatus for 15 minutes. The reaction mixture is filtered and washed with tetrahydrofuran. The clear yellow solution is evaporated in vacuo to crystallize a solid. The solid is recrystallized from ethanol, filtered and washed wi...